From a dataset of the Open Reaction Database (ORD), a public repository of structured organic reaction records. describe an organic reaction: reactants, conditions, products, and yield The reactants are CC(C)(C)NCc1ccc2ccccc2c1-c1cccc(C=O)n1, Cc1cc(C)c(N)c(C)c1, CCO. The product is Cc1cc(C)c(N=Cc2cccc(-c3c(CNC(C)(C)C)ccc4ccccc34)n2)c(C)c1. As a reaction SMILES: [C:1]([CH3:2])([CH3:3])([CH3:4])[NH:5][CH2:6][c:7]1[c:8](-[c:17]2[cH:18][cH:19][cH:20][c:21]([CH:23]=[O:24])[n:22]2)[c:9]2[cH:10][cH:11][cH:12][cH:13][c:14]2[cH:15][cH:16]1.[CH3:25][c:26]1[c:27]([NH2:28])[c:29]([CH3:34])[cH:30][c:31]([CH3:33])[cH:32]1.[CH3:35][CH2:36][OH:37]>>[C:1]([CH3:2])([CH3:3])([CH3:4])[NH:5][CH2:6][c:7]1[c:8](-[c:17]2[cH:18][cH:19][cH:20][c:21]([CH:23]=[N:28][c:27]3[c:26]([CH3:25])[cH:32][c:31]([CH3:33])[cH:30][c:29]3[CH3:34])[n:22]2)[c:9]2[cH:10][cH:11][cH:12][cH:13][c:14]2[cH:15][cH:16]1. Reactants: O=C(c1ccccc1)N1Cc2[nH]c3ccccc3c(=O)c2C1, CO. Yields the product Cn1c2c(c(=O)c3ccccc31)CN(C(=O)c1ccccc1)C2. RXN SMILES: [C:1]([c:2]1[cH:3][cH:4][cH:5][cH:6][cH:7]1)(=[O:8])[N:9]1[CH2:10][c:11]2[nH:12][c:13]3[cH:14][cH:15][cH:16][cH:17][c:18]3[c:19](=[O:22])[c:20]2[CH2:21]1.[CH3:23][OH:24]>>[C:1]([c:2]1[cH:3][cH:4][cH:5][cH:6][cH:7]1)(=[O:8])[N:9]1[CH2:10][c:11]2[n:12]([CH3:23])[c:13]3[cH:14][cH:15][cH:16][cH:17][c:18]3[c:19](=[O:22])[c:20]2[CH2:21]1. Starting materials: Cl[Ru](C1=CC=CCCCC1)Cl (dichloro(cyclooctadienyl)ruthenium), C[Si](C)(C)C1(C=CC=C1)[Na] (trimethylsilyl cyclopentadienyl sodium). Run in O1CCCC1 (tetrahydrofuran), O1CCCC1 (tetrahydrofuran). Reaction conditions: temperature -78 celsius, time 3 hour. Product: C[Si](C)(C)C1(C=CC=C1)[Ru]C1(C=CC=C1)[Si](C)(C)C (bis(trimethylsilylcyclopentadienyl)ruthenium). Isolated yield 13.0%. As a reaction SMILES: Cl[Ru:2](Cl)[C:3]1[CH2:10][CH2:9][CH2:8][CH2:7]C=CC=1.[CH3:12][Si:13]([C:16]1([Na])[CH:20]=[CH:19][CH:18]=[CH:17]1)([CH3:15])[CH3:14]>O1CCCC1>[CH3:12][Si:13]([C:16]1([Ru:2][C:3]2([Si:13]([CH3:15])([CH3:14])[CH3:12])[CH:10]=[CH:9][CH:8]=[CH:7]2)[CH:20]=[CH:19][CH:18]=[CH:17]1)([CH3:15])[CH3:14]. Reported procedure: Separately, 5 g of dichloro(cyclooctadienyl)ruthenium was dissolved in 200 ml of well dried tetrahydrofuran in a 500 ml flask whose inside had been substituted by nitrogen. This solution was cooled to −78° C., and the above synthesized tetrahydrofuran solution of trimethylsilyl cyclopentadienyl sodium was added dropwise to the above solution in a stream of nitrogen over 1 hour. The resulting solution was stirred at −78° C. for 3 hours and returned to room temperature under agitation over 12 hour... Reported procedure: 5-[(4-Methoxy-3-nitrophenyl)methylidene]thiazolidine-2,4-dione (841 mg, 3.00 mmol), ethanol (20 mL) and concentrated hydrochloric acid (10 mL) were mixed, and tin chloride(II) dihydrate (2.26 g, 9.01 mmol) was added little by little at room temperature under stirring. After stirring for 8 hours at room temperature, the reaction mixture was poured into water and neutralized with saturated aqueous sodium hydrogencarbonate, which was extracted with ethyl acetate. The extracted solution was washed w... Reactants: COC1=C(C=C(C=C1)C=C1C(NC(S1)=O)=O)[N+](=O)[O-] (5-[(4-Methoxy-3-nitrophenyl)methylidene]thiazolidine-2,4-dione), C(C)O (ethanol), Cl (hydrochloric acid), tin chloride(II) dihydrate, C(O)([O-])=O.[Na+] (sodium hydrogencarbonate). Product: NC=1C=C(C=CC1OC)C=C1C(NC(S1)=O)=O (5-[(3-Amino-4-methoxyphenyl)methylidene]thiazolidine-2,4-dione). Isolated yield 85.4%. Solvent: O (water). Reaction SMILES: [CH3:1][O:2][C:3]1[CH:8]=[CH:7][C:6]([CH:9]=[C:10]2[S:14][C:13](=[O:15])[NH:12][C:11]2=[O:16])=[CH:5][C:4]=1[N+:17]([O-])=O.C(O)C.Cl.C(=O)([O-])O.[Na+]>O>[NH2:17][C:4]1[CH:5]=[C:6]([CH:9]=[C:10]2[S:14][C:13](=[O:15])[NH:12][C:11]2=[O:16])[CH:7]=[CH:8][C:3]=1[O:2][CH3:1] |f:3.4|. The solvent is C(C)O.ClCCl (ethanol dichloromethane). Yields the product NC=1C(=NN(C1N)C1=NC=CC=C1)C (4,5-Diamino-3-methyl-1-(2-pyridyl)pyrazole). Reported procedure: By the method of Preparation 8(b), 5-amino-3-methyl-4-nitroso-1-(2-pyridyl)pyrazole (1.37 g, 6.75 mmol) in ethanol/dichloromethane=4:1 (50 ml) was hydrogenated over 10% palladium on carbon at 20 p.s.i. to give the title compound (1.27 g, 100%). The yield is 99.4%. Reaction SMILES: [NH2:1][C:2]1[N:6]([C:7]2[CH:12]=[CH:11][CH:10]=[CH:9][N:8]=2)[N:5]=[C:4]([CH3:13])[C:3]=1[N:14]=O>C(O)C.ClCCl.[Pd]>[NH2:14][C:3]1[C:4]([CH3:13])=[N:5][N:6]([C:7]2[CH:12]=[CH:11][CH:10]=[CH:9][N:8]=2)[C:2]=1[NH2:1] |f:1.2|. Reagents/catalysts: [Pd] (palladium on carbon). The reactants are 8(b), NC1=C(C(=NN1C1=NC=CC=C1)C)N=O (5-amino-3-methyl-4-nitroso-1-(2-pyridyl)pyrazole). The reactants are C[Si](C)(C)[N-][Si](C)(C)C.[Li+] (lithium bis(trimethylsilyl)amide), FC=1C=C(C=C(C1)F)S(=O)(=O)N1CC2=C(CC1)NN=C2NC(C2=C(C=C(C=C2)N2CCN(CC2)C)NC2CCOCC2)=O (N-[5-(3,5-difluoro-benzenesulfonyl)-4,5,6,7-tetrahydro-1H-pyrazolo[4,3-c]pyridin-3-yl]-4-(4-methyl-piperazin-1-yl)-2-(tetrahydro-pyran-4-ylamino)-benzamide), ClC(=O)OCC (ethyl chloroformate). The solvent is C1CCOC1 (THF), O (water), C1CCOC1 (THF). Conditions: time 5 minute. The product is C(C)OC(=O)N1N=C(C=2CN(CCC21)S(=O)(=O)C2=CC(=CC(=C2)F)F)NC(C2=C(C=C(C=C2)N2CCN(CC2)C)NC2CCOCC2)=O (5-(3,5-Difluoro-benzenesulfonyl)-3-[4-(4-methyl-piperazin-1-yl)-2-(tetrahydro-pyran-4-ylamino)-benzoylamino]-4,5,6,7-tetrahydro-pyrazolo[4,3-c]pyridine-1-carboxylic acid ethyl ester). The yield is 85.7%. RXN SMILES: [F:1][C:2]1[CH:3]=[C:4]([S:9]([N:12]2[CH2:17][CH2:16][C:15]3[NH:18][N:19]=[C:20]([NH:21][C:22](=[O:43])[C:23]4[CH:28]=[CH:27][C:26]([N:29]5[CH2:34][CH2:33][N:32]([CH3:35])[CH2:31][CH2:30]5)=[CH:25][C:24]=4[NH:36][CH:37]4[CH2:42][CH2:41][O:40][CH2:39][CH2:38]4)[C:14]=3[CH2:13]2)(=[O:11])=[O:10])[CH:5]=[C:6]([F:8])[CH:7]=1.C[Si]([N-][Si](C)(C)C)(C)C.[Li+].Cl[C:55]([O:57][CH2:58][CH3:59])=[O:56]>C1COCC1.O>[CH2:58]([O:57][C:55]([N:18]1[C:15]2[CH2:16][CH2:17][N:12]([S:9]([C:4]3[CH:5]=[C:6]([F:8])[CH:7]=[C:2]([F:1])[CH:3]=3)(=[O:11])=[O:10])[CH2:13][C:14]=2[C:20]([NH:21][C:22](=[O:43])[C:23]2[CH:28]=[CH:27][C:26]([N:29]3[CH2:34][CH2:33][N:32]([CH3:35])[CH2:31][CH2:30]3)=[CH:25][C:24]=2[NH:36][CH:37]2[CH2:42][CH2:41][O:40][CH2:39][CH2:38]2)=[N:19]1)=[O:56])[CH3:59] |f:1.2|. Procedure details: To a solution of N-[5-(3,5-difluoro-benzenesulfonyl)-4,5,6,7-tetrahydro-1H-pyrazolo[4,3-c]pyridin-3-yl]-4-(4-methyl-piperazin-1-yl)-2-(tetrahydro-pyran-4-ylamino)-benzamide (1.38 g, 2.24 mmol) in anhydrous THF (150 mL), cooled to −40° C., under argon, was added lithium bis(trimethylsilyl)amide 1.0 M in THF (2.35 mL, 2.35 mmol). The mixture was stirred for 5 min. then ethyl chloroformate (0.225 mL, 2.35 mmol) was added. The reaction was stirred at −40° C. for 1 h, then was poured in water and ext... Reactants: CCOC(=O)CC(C)C, [Li]CCCC, CC(C)NC(C)C, C[Si](C)(C)Cl, C1CCOC1. The product is CCOC(=CC(C)C)O[Si](C)(C)C. RXN SMILES: [C:13]([CH2:14][CH:15]([CH3:16])[CH3:17])(=[O:18])[O:19][CH2:20][CH3:21].[CH2:8]([Li:9])[CH2:10][CH2:11][CH3:12].[CH:1]([NH:2][CH:3]([CH3:4])[CH3:5])([CH3:6])[CH3:7].[Cl:22][Si:23]([CH3:24])([CH3:25])[CH3:26].[O:27]1[CH2:28][CH2:29][CH2:30][CH2:31]1>>[C:13](=[CH:14][CH:15]([CH3:16])[CH3:17])([O:18][Si:23]([CH3:24])([CH3:25])[CH3:26])[O:19][CH2:20][CH3:21].